describe an organic reaction: reactants, conditions, products, and yield From a dataset of the Open Reaction Database (ORD), a public repository of structured organic reaction records. Starting materials: CC(=O)O[BH-](OC(C)=O)OC(C)=O, O=C([O-])[O-], C1CCOC1, CC(=O)O, O=C1CCN(C2Cc3cccc4cccc2c34)CC1, [K+], [K+], Nc1ccccc1N, [Na+], O. Yields the product Nc1ccccc1NC1CCN(C2Cc3cccc4cccc2c34)CC1. As a reaction SMILES: [C:28]([O:29][BH-:30]([O:31][C:32](=[O:33])[CH3:34])[O:35][C:36](=[O:37])[CH3:38])(=[O:39])[CH3:40].[C:42](=[O:43])([O-:44])[O-:45].[CH2:48]1[O:49][CH2:50][CH2:51][CH2:52]1.[CH3:54][C:55](=[O:56])[OH:57].[CH:1]1([N:13]2[CH2:14][CH2:15][C:16](=[O:19])[CH2:17][CH2:18]2)[CH2:2][c:3]2[cH:4][cH:5][cH:6][c:7]3[cH:8][cH:9][cH:10][c:11]1[c:12]23.[K+:46].[K+:47].[NH2:20][c:21]1[cH:22][cH:23][cH:24][cH:25][c:26]1[NH2:27].[Na+:41].[OH2:53]>>[CH:1]1([N:13]2[CH2:14][CH2:15][CH:16]([NH:20][c:21]3[cH:22][cH:23][cH:24][cH:25][c:26]3[NH2:27])[CH2:17][CH2:18]2)[CH2:2][c:3]2[cH:4][cH:5][cH:6][c:7]3[cH:8][cH:9][cH:10][c:11]1[c:12]23. The reactants are COc1cc2c(cc1N1CC(C)N(C)C(C)C1)N(C(C)=O)CC2, [K+], [K+], O=C([O-])[O-]. Product: COc1cc2c(cc1N1CC(C)N(C)C(C)C1)NCC2. RXN SMILES: [C:1](=[O:2])([CH3:3])[N:4]1[CH2:5][CH2:6][c:7]2[cH:8][c:9]([O:22][CH3:23])[c:10]([N:13]3[CH2:14][CH:15]([CH3:21])[N:16]([CH3:20])[CH:17]([CH3:19])[CH2:18]3)[cH:11][c:12]21.[K+:24].[K+:25].[O-:26][C:27]([O-:28])=[O:29]>>[NH:4]1[CH2:5][CH2:6][c:7]2[cH:8][c:9]([O:22][CH3:23])[c:10]([N:13]3[CH2:14][CH:15]([CH3:21])[N:16]([CH3:20])[CH:17]([CH3:19])[CH2:18]3)[cH:11][c:12]21. The reactants are BrC=1C=2N(N=C(C1)Cl)C=C(N2)CC(=O)OCC (Ethyl 2-(8-bromo-6-chloroimidazo[1,2-b]pyridazin-2-yl)acetate), N1CCOCC1 (Morpholine), C(C)#N (ACN), C(C)#N (ACN), CCN(C(C)C)C(C)C (DIEA). Run in O (water). Run at time 3 hour. Yields the product ClC=1C=C(C=2N(N1)C=C(N2)CC(=O)OCC)N2CCOCC2 (Ethyl 2-(6-chloro-8-morpholinoimidazo[1,2-b]pyridazin-2-yl)acetate). Reaction SMILES: Br[C:2]1[C:3]2[N:4]([CH:9]=[C:10]([CH2:12][C:13]([O:15][CH2:16][CH3:17])=[O:14])[N:11]=2)[N:5]=[C:6]([Cl:8])[CH:7]=1.C(#N)C.CCN(C(C)C)C(C)C.[NH:30]1[CH2:35][CH2:34][O:33][CH2:32][CH2:31]1>O>[Cl:8][C:6]1[CH:7]=[C:2]([N:30]2[CH2:35][CH2:34][O:33][CH2:32][CH2:31]2)[C:3]2[N:4]([CH:9]=[C:10]([CH2:12][C:13]([O:15][CH2:16][CH3:17])=[O:14])[N:11]=2)[N:5]=1. Reported procedure: Compound 28a (1.80 g, 5.66 mmol) was placed in a 20 mL vial equipped with a stir bar and then ACN (11 mL) was added. Once the mixture was homogeneous, DIEA (1.79 mL, 10.3 mmol) was added. Morpholine (0.601 mL, 6.90 mmol) was added and then the reaction was stirred at rt for 3 h during which time the entire solution solidified. The solid was broken up and additional ACN (2 mL) was added. The reaction was stirred for an additional 2 h at rt. The reaction was poured into water (50 mL) and the resul... The reactants are CS(=O)C1C(OC2=CC=CC=C2C1)=O (3-(methylsulfinyl)chromanone), CO (methanol). Solvent: Cl (hydrochloric acid), Cl (hydrochloric acid). Run at time 20 hour. Product: CSC1=COC2=CC=CC=C2C1=O (3-(methylthio)chromone). Isolated yield 72.0%. Reaction SMILES: [CH3:1][S:2]([CH:4]1[CH2:13][C:12]2[C:7](=[CH:8][CH:9]=[CH:10][CH:11]=2)[O:6][C:5]1=O)=O.C[OH:16]>Cl>[CH3:1][S:2][C:4]1[C:13](=[O:16])[C:12]2[C:7](=[CH:8][CH:9]=[CH:10][CH:11]=2)[O:6][CH:5]=1. Reported procedure: A mixture of 3-(methylsulfinyl)chromanone (11 g), methanol (100 ml) and 1N hydrochloric acid (100 ml) is stirred at room temperature for 20 hrs. The methanol is removed at reduced pressure, and the aqueous residue is extracted with chloroform. The chloroform extracts are combined, extracted with 1N sodium hydroxide solution, washed with water, dried over MgSO4 and evaporated to give an oil. The oil is heated at 100° C. in 5N hydrochloric acid (100 ml) for 5 hrs. The solution is cooled, and the p... Reactants: O=C1N([C@@H]2CC[C@H](N1C2)C(=O)NNC(=O)C2CCN(CC2)C(=O)OC(C)(C)C)OS(=O)(=O)O.[NH+]2=CC=CC=C2 (pyridinium tert-butyl 4-[(2-{[(2S,5R)-7-oxo-6-(sulfooxy)-1,6-diazabicyclo[3.2.1]oct-2-yl]carbonyl}hydrazinyl)carbonyl]piperidine-1-carboxylate), FC(C(=O)O)(F)F (trifluoroacetic acid). Yields the product O=C1N([C@@H]2CC[C@H](N1C2)C(=O)NNC(=O)C2CCNCC2)OS(=O)(=O)O ((2S,5R)-7-Oxo-N′-(piperidine-4-ylcarbonyl)-6-(sulfooxy)-1,6-diazabicyclo[3.2.1]octane-2-carbohydrazide). Isolated yield 37.2%. RXN SMILES: [O:1]=[C:2]1[N:8]2[CH2:9][C@@H:4]([CH2:5][CH2:6][C@H:7]2[C:10]([NH:12][NH:13][C:14]([CH:16]2[CH2:21][CH2:20][N:19](C(OC(C)(C)C)=O)[CH2:18][CH2:17]2)=[O:15])=[O:11])[N:3]1[O:29][S:30]([OH:33])(=[O:32])=[O:31].[NH+]1C=CC=CC=1.FC(F)(F)C(O)=O>>[O:1]=[C:2]1[N:8]2[CH2:9][C@@H:4]([CH2:5][CH2:6][C@H:7]2[C:10]([NH:12][NH:13][C:14]([CH:16]2[CH2:17][CH2:18][NH:19][CH2:20][CH2:21]2)=[O:15])=[O:11])[N:3]1[O:29][S:30]([OH:33])(=[O:32])=[O:31] |f:0.1|. Reported procedure: All the amount of the pyridine salt was deprotected with trifluoroacetic acid and purified by octadecyl silica gel column chromatography to afford 150 mg of the title compound (yield 37.2%). Reactants: O=S(=O)(O)Cl, Cc1ccccc1NC(=O)C(F)(F)F, O. Product: Cc1cc(S(=O)(=O)Cl)ccc1NC(=O)C(F)(F)F. As a reaction SMILES: [Cl:15][S:16](=[O:17])(=[O:18])[OH:19].[F:1][C:2]([C:3](=[O:4])[NH:5][c:6]1[c:7]([CH3:12])[cH:8][cH:9][cH:10][cH:11]1)([F:13])[F:14].[OH2:20]>>[F:1][C:2]([C:3](=[O:4])[NH:5][c:6]1[c:7]([CH3:12])[cH:8][c:9]([S:16]([Cl:15])(=[O:17])=[O:18])[cH:10][cH:11]1)([F:13])[F:14]. Isolated yield 80.8%. Procedure details: In a reaction flask with a thermometer and a stirrer, 25 g of p-nitrobenzenesulfonamide, 18 g of benzoylchloride, 1 g of copper powder, and 100 g of toluene were charged and refluxed until evolution of hydrogen chloride gas was completely ended. The reaction mixture was then cooled to room temperature to precipitate a crystal, which was filtered. The crystal was dissolved in an aqueous sodium carbonate solution and filtered. The filtrate was neutralized with hydrochloric acid to precipitate a cr... Product: [N+](=O)([O-])C1=CC=C(C=C1)S(=O)(=O)NC(C1=CC=CC=C1)=O (N-(4-nitrobenzenesulfonyl)benzamide). Solvent: C1(=CC=CC=C1)C (toluene). The reactants are [N+](=O)([O-])C1=CC=C(C=C1)S(=O)(=O)N (p-nitrobenzenesulfonamide), C(C1=CC=CC=C1)(=O)Cl (benzoylchloride), Cl (hydrogen chloride). Reagents/catalysts: [Cu] (copper). RXN SMILES: [N+:1]([C:4]1[CH:9]=[CH:8][C:7]([S:10]([NH2:13])(=[O:12])=[O:11])=[CH:6][CH:5]=1)([O-:3])=[O:2].[C:14](Cl)(=[O:21])[C:15]1[CH:20]=[CH:19][CH:18]=[CH:17][CH:16]=1.Cl>[Cu].C1(C)C=CC=CC=1>[N+:1]([C:4]1[CH:5]=[CH:6][C:7]([S:10]([NH:13][C:14](=[O:21])[C:15]2[CH:20]=[CH:19][CH:18]=[CH:17][CH:16]=2)(=[O:11])=[O:12])=[CH:8][CH:9]=1)([O-:3])=[O:2].